From a dataset of the Open Reaction Database (ORD), a public repository of structured organic reaction records. describe an organic reaction: reactants, conditions, products, and yield The reactants are C(C)(C)(C)OC(=O)N1CC(CCC1)NC(=O)C1=CC2=C(N(C(=N2)NC=2SC3=C(N2)C=CC(=C3)OC(F)(F)F)C)C=C1 (3-{[1-methyl-2-(6-trifluoromethoxy-benzothiazol-2-ylamino)-1H-benzoimidazole-5-carbonyl]-amino}-piperidine-1-carboxylic acid tert-butyl ester), Cl (hydrochloric acid). Yields the product Cl.N1CC(CCC1)NC(=O)C1=CC2=C(N(C(=N2)NC=2SC3=C(N2)C=CC(=C3)OC(F)(F)F)C)C=C1 (1-Methyl-2-(6-trifluoromethoxy-benzothiazol-2-ylamino)-1H-benzoimidazole-5-carboxylic acid piperidin-3-ylamide hydrochloride). RXN SMILES: C(OC([N:8]1[CH2:13][CH2:12][CH2:11][CH:10]([NH:14][C:15]([C:17]2[CH:41]=[CH:40][C:20]3[N:21]([CH3:39])[C:22]([NH:24][C:25]4[S:26][C:27]5[CH:33]=[C:32]([O:34][C:35]([F:38])([F:37])[F:36])[CH:31]=[CH:30][C:28]=5[N:29]=4)=[N:23][C:19]=3[CH:18]=2)=[O:16])[CH2:9]1)=O)(C)(C)C.[ClH:42]>>[ClH:42].[NH:8]1[CH2:13][CH2:12][CH2:11][CH:10]([NH:14][C:15]([C:17]2[CH:41]=[CH:40][C:20]3[N:21]([CH3:39])[C:22]([NH:24][C:25]4[S:26][C:27]5[CH:33]=[C:32]([O:34][C:35]([F:36])([F:38])[F:37])[CH:31]=[CH:30][C:28]=5[N:29]=4)=[N:23][C:19]=3[CH:18]=2)=[O:16])[CH2:9]1 |f:2.3|. Procedure details: 1-Methyl-2-(6-trifluoromethoxy-benzothiazol-2-ylamino)-1H-benzoimidazole-5-carboxylic acid piperidin-3-ylamide hydrochloride (13 mg) was prepared by following General Procedure L using 3-{[1-methyl-2-(6-trifluoromethoxy-benzothiazol-2-ylamino)-1H-benzoimidazole-5-carbonyl]-amino}-piperidine-1-carboxylic acid tert-butyl ester (30 mg), and hydrochloric acid (0.1 ml, 4.0 N solution dioxane). LC/MS: m/z 492. Starting materials: crude product, crude product, N1CCCCC1 (piperidine), ClCCC(=O)Cl (3-chloropropionyl chloride), Cl (hydrochloric acid), N1C=C(C2=CC=CC=C12)C1CCNCC1 (4-(3-indolyl)piperidine). Solvent: C(C)#N (acetonitrile), ClCCl (dichloromethane), N1=CC=CC=C1 (pyridine). Reaction conditions: temperature 0 celsius, time 2 hour. Yields the product Cl.N1C=C(C2=CC=CC=C12)C1CCN(CC1)N1CC(CCC1)C(CC)=O (1-(4-Indol-3-ylpiperidyl)-3-piperidylpropan-1-one Hydrochloride). The yield is 25.8%. RXN SMILES: [NH:1]1[C:9]2[C:4](=[CH:5][CH:6]=[CH:7][CH:8]=2)[C:3]([CH:10]2[CH2:15][CH2:14][NH:13][CH2:12][CH2:11]2)=[CH:2]1.[Cl:16][CH2:17][CH2:18][C:19](Cl)=[O:20].Cl.[NH:23]1[CH2:28][CH2:27][CH2:26][CH2:25][CH2:24]1>ClCCl.C(#N)C.N1C=CC=CC=1>[ClH:16].[NH:1]1[C:9]2[C:4](=[CH:5][CH:6]=[CH:7][CH:8]=2)[C:3]([CH:10]2[CH2:15][CH2:14][N:13]([N:23]3[CH2:28][CH2:27][CH2:26][CH:25]([C:19](=[O:20])[CH2:18][CH3:17])[CH2:24]3)[CH2:12][CH2:11]2)=[CH:2]1 |f:7.8|. Procedure details: To a suspended solution of 4-(3-indolyl)piperidine (200 mg, 1.0 mmol) in dichloromethane (15 mL) was added pyridine (5 mL), and the resulting mixture was cooled to 0° C. Subsequently, 3-chloropropionyl chloride (0.25 mL, 2.6 mmol) was then added dropwise to the mixture, and the resulting mixture was stirred at 0° C. for 2 hours. After the reaction mixture was poured into hydrochloric acid and then extracted with ethyl acetate, the ethyl acetate layer was washed with 1 N hydrochloric acid and a s... The reactants are O=P(Cl)(Cl)Cl, CCOC(=O)c1cnc(-c2ccccc2)nc1O. The product is CCOC(=O)c1cnc(-c2ccccc2)nc1Cl. RXN SMILES: [P:19]([Cl:20])([Cl:21])([Cl:22])=[O:23].[c:1]1(-[c:7]2[n:8][cH:9][c:10]([C:14](=[O:15])[O:16][CH2:17][CH3:18])[c:11]([OH:13])[n:12]2)[cH:2][cH:3][cH:4][cH:5][cH:6]1>>[c:1]1(-[c:7]2[n:8][cH:9][c:10]([C:14](=[O:15])[O:16][CH2:17][CH3:18])[c:11]([Cl:21])[n:12]2)[cH:2][cH:3][cH:4][cH:5][cH:6]1. Reactants: NC1=C2C(=NC=N1)N(N=C2C=2NC=CN2)CC(=O)O (2-(4-amino-3-(1H-imidazol-2-yl)-1H-pyrazolo[3,4-d]pyrimidin-1-yl)acetic acid), FC1=CC=C(C=C1)N1N=CC=2NCCCC21 (1-(4-fluorophenyl)-4,5,6,7-tetrahydro-1H-pyrazolo[4,3-b]pyridine). The product is NC1=C2C(=NC=N1)N(N=C2C=2NC=CN2)CC(=O)N2C1=C(CCC2)N(N=C1)C1=CC=C(C=C1)F (2-[4-amino-3-(1H-imidazol-2-yl)pyrazolo[3,4-d]pyrimidin-1-yl]-1-[1-(4-fluorophenyl)-6,7-dihydro-5H-pyrazolo[4,3-b]pyridin-4-yl]ethanone). Reaction SMILES: [NH2:1][C:2]1[N:7]=[CH:6][N:5]=[C:4]2[N:8]([CH2:16][C:17]([OH:19])=O)[N:9]=[C:10]([C:11]3[NH:12][CH:13]=[CH:14][N:15]=3)[C:3]=12.[F:20][C:21]1[CH:26]=[CH:25][C:24]([N:27]2[C:35]3[CH2:34][CH2:33][CH2:32][NH:31][C:30]=3[CH:29]=[N:28]2)=[CH:23][CH:22]=1>>[NH2:1][C:2]1[N:7]=[CH:6][N:5]=[C:4]2[N:8]([CH2:16][C:17]([N:31]3[CH2:32][CH2:33][CH2:34][C:35]4[N:27]([C:24]5[CH:25]=[CH:26][C:21]([F:20])=[CH:22][CH:23]=5)[N:28]=[CH:29][C:30]3=4)=[O:19])[N:9]=[C:10]([C:11]3[NH:15][CH:14]=[CH:13][N:12]=3)[C:3]=12. Procedure details: The compound was prepared from 2-(4-amino-3-(1H-imidazol-2-yl)-1H-pyrazolo[3,4-d]pyrimidin-1-yl)acetic acid and 1-(4-fluorophenyl)-4,5,6,7-tetrahydro-1H-pyrazolo[4,3-b]pyridine above using General Method A. The product was purified by reverse phase HPLC (C18 column, acetonitrile-H2O with 0.1% TFA as eluent) to give the desired product as a white solid (6.4 mg). 1H NMR (400 MHz, MeOH-d4) δ 8.35 (s, 1H), 8.15 (s, 1H), 7.54 (m, 2H), 7.27 (m, 4H), 5.70 (s, 2H), 4.00 (m, 2H), 2.91 (t, J=6.2 Hz, 2H), ... Starting materials: compound, ClC1=NC=NC2=CC=C(C=C12)O (4-chloro-6-hydroxy-quinazoline), FC1=C(C(=CC=C1)CF)F (1,2-difluoro-3-(fluoromethyl)benzene), NC1=NN(C=C1)C (3-amino-1-methyl-1H-pyrazole). The product is FC1=C(OC=2C=C3C(=NC=NC3=CC2)NC2=NN(C=C2)C)C(=CC=C1)CF (6-[2-Fluoro-6-(fluoromethyl)phenoxy]-N-(1-methyl-1H-pyrazol-3-yl)quinazolin-4-yl-amine). As a reaction SMILES: [F:1][C:2]1[CH:7]=[CH:6][CH:5]=[C:4]([CH2:8][F:9])[C:3]=1F.[NH2:11][C:12]1[CH:16]=[CH:15][N:14]([CH3:17])[N:13]=1.Cl[C:19]1[C:28]2[C:23](=[CH:24][CH:25]=[C:26]([OH:29])[CH:27]=2)[N:22]=[CH:21][N:20]=1>>[F:1][C:2]1[CH:7]=[CH:6][CH:5]=[C:4]([CH2:8][F:9])[C:3]=1[O:29][C:26]1[CH:27]=[C:28]2[C:23](=[CH:24][CH:25]=1)[N:22]=[CH:21][N:20]=[C:19]2[NH:11][C:12]1[CH:16]=[CH:15][N:14]([CH3:17])[N:13]=1. Reported procedure: The compound of Example 130 was manufactured by the same method as in Example 95, by a similar method thereto or by a combination of such a method with a conventional method using 1,2-difluoro-3-(fluoromethyl)benzene, 3-amino-1-methyl-1H-pyrazole and 4-chloro-6-hydroxy-quinazoline. Starting materials: S(=O)(Cl)Cl (thionyl chloride), COC1=CC=C(COC(=O)NC[C@H](O)C(=O)O)C=C1 (N-(4-methoxybenzyloxycarbonyl)-(S)-isoserine), C(C)O (ethanol). Conditions: time 20 hour. Yields the product Cl.C(C)OC([C@H](CN)O)=O ((S)-ISOSERINE ETHYL ESTER, HYDROCHLORIDE). As a reaction SMILES: S(Cl)([Cl:3])=O.COC1C=CC(COC([NH:15][CH2:16][C@@H:17]([C:19]([OH:21])=[O:20])[OH:18])=O)=CC=1.[CH2:24](O)[CH3:25]>>[ClH:3].[CH2:24]([O:21][C:19](=[O:20])[C@@H:17]([OH:18])[CH2:16][NH2:15])[CH3:25] |f:3.4|. Reported procedure: At 0°-5°, add thionyl chloride (2.80 ml) dropwise to N-(4-methoxybenzyloxycarbonyl)-(S)-isoserine (5.0 g) in absolute ethanol (100 ml). Heat the mixture under reflux for 1 hour and stir for 20 hours at room temperature. Concentrate the reaction mixture in vacuo and pour the reaction mixture into diethyl ether (300 ml), and filter the solid. Wash the solid with diethyl ether and dry in vacuo to give the title compound, an amber oil, [α]D26 =-19.8° (MeOH). Reactants: [N+](=O)([O-])C1=C(C(=O)O)C=CC(=C1)[N+](=O)[O-] (2,4-dinitrobenzoic acid), [N+](=O)([O-])C1=C(C(=O)OC2C=C(C(CC(C2O)(C)C)=O)C)C=CC(=C1)[N+](=O)[O-] (4-(2,4-dinitrobenzoyloxy)-5-hydroxy-2,6,6-trimethyl-2-cyclohepten-1-one), [N+](=O)([O-])C1=C(C(=O)OC2C(C=C(C(CC2(C)C)=O)C)O)C=CC(=C1)[N+](=O)[O-] (5-(2,4-dinitrobenzoyloxy)-4-hydroxy-2,6,6-trimethyl-2-cyclohepten-1-one). Yields the product NC1=C(C(=O)OC2C=C(C(CC(C2O)(C)C)=O)C)C=CC(=C1)N (4-(2,4-diaminobenzoyloxy)-5-hydroxy-2,6,6-trimethyl-2-cyclohepten-1-one). The yield is 26.0%. RXN SMILES: [N+](C1C=C([N+]([O-])=O)C=CC=1C(O)=O)([O-])=O.[N+:16]([C:19]1[CH:39]=[C:38]([N+:40]([O-])=O)[CH:37]=[CH:36][C:20]=1[C:21]([O:23][CH:24]1[CH:30]([OH:31])[C:29]([CH3:33])([CH3:32])[CH2:28][C:27](=[O:34])[C:26]([CH3:35])=[CH:25]1)=[O:22])([O-])=O.[N+](C1C=C([N+]([O-])=O)C=CC=1C(OC1C(C)(C)CC(=O)C(C)=CC1O)=O)([O-])=O>CCCCCC.C(OCC)(=O)C>[NH2:16][C:19]1[CH:39]=[C:38]([NH2:40])[CH:37]=[CH:36][C:20]=1[C:21]([O:23][CH:24]1[CH:30]([OH:31])[C:29]([CH3:33])([CH3:32])[CH2:28][C:27](=[O:34])[C:26]([CH3:35])=[CH:25]1)=[O:22] |f:3.4|. Reported procedure: Saishin N (3.68 g, 20 mM) was treated with 2,4-dinitrobenzoic acid (6.79 g, 32 mM) according to the procedures described in Example 20, forming a mixture of 4-(2,4-dinitrobenzoyloxy)-5-hydroxy-2,6,6-trimethyl-2-cyclohepten-1-one and (per acyl transfer reaction) 5-(2,4-dinitrobenzoyloxy)-4-hydroxy-2,6,6-trimethyl-2-cyclohepten-1-one, and then the mixture was reduced at the nitro groups according to the procedures described in Example 19 and fractionated by silica gel column chromatography using h... The solvent is CCCCCC.C(C)(=O)OCC (hexane ethyl acetate).